The task is: describe an organic reaction: reactants, conditions, products, and yield. This data is from the Open Reaction Database (ORD), a public repository of structured organic reaction records. Reactants: BrC=1C=C(C(=C(C1)C(C)=O)OCC1OC1)F (1-[5-bromo-3-fluoro-2-(oxiran-2-ylmethoxy)phenyl]ethanone), C1=CC(=CC(=C1)Cl)C(=O)OO (m-CPBA), C1=CC(=CC(=C1)Cl)C(=O)OO (m-CPBA). Run in C(Cl)Cl (DCM). Product: C(C)(=O)OC1=C(C(=CC(=C1)Br)F)OCC1OC1 (5-BROMO-3-FLUORO-2-(OXIRAN-2-YLMETHOXY)PHENYL ACETATE). The yield is 189.4%. As a reaction SMILES: [Br:1][C:2]1[CH:3]=[C:4]([F:16])[C:5]([O:11][CH2:12][CH:13]2[CH2:15][O:14]2)=[C:6](C(=O)C)[CH:7]=1.C1C=C(Cl)C=[C:19]([C:24]([O:26]O)=[O:25])C=1>C(Cl)Cl>[C:24]([O:26][C:6]1[CH:7]=[C:2]([Br:1])[CH:3]=[C:4]([F:16])[C:5]=1[O:11][CH2:12][CH:13]1[CH2:15][O:14]1)(=[O:25])[CH3:19]. Procedure: A solution of 1-[5-bromo-3-fluoro-2-(oxiran-2-ylmethoxy)phenyl]ethanone (1.3 g, 4.5 mmol) and m-CPBA (4.0 g, 18 mmol) in DCM (25 ml) was heated at reflux. After 22 h more m-CPBA (2.7 g, 12 mmol) was added and the mixture was heated at reflux for another 22 h and then brought to ambient temperature. The solid was filtered off and rinsed. The resulting filtrate was washed with sodium bicarbonate (saturated), brine and further dried (Na2SO4) and evaporated to dryness to give the crude title compoun...